This data is from the Open Reaction Database (ORD), a public repository of structured organic reaction records. The task is: describe an organic reaction: reactants, conditions, products, and yield Reactants: ClC=1C=CC2=C(N3C(S2)=NC(=C3C(C(=O)N(C)C)O)C3=C(SC(=C3)C)C)C1 (6-chloro-α-hydroxy-N,N-dimethyl-2-(2,5-dimethylthien-3-yl)imidazo[2,1-b]benzothiazole-3-acetamide), S(=O)(Cl)Cl (thionyl chloride), CN(C=O)C (N,N-dimethyl formamide). The solvent is ClCCl (dichloromethane). Yields the product Cl.ClC(C(=O)N(C)C)C1=C(N=C2SC3=C(N21)C=C(C=C3)Cl)C3=C(SC(=C3)C)C (α,6-dichloro-N,N-dimethyl-2-(2,5-dimethylthien-3-yl)imidazo[2,1-b]benzothiazole-3-acetamide hydrochloride). The yield is 205.2%. As a reaction SMILES: [Cl:1][C:2]1[CH:3]=[CH:4][C:5]2[S:9][C:8]3=[N:10][C:11]([C:20]4[CH:24]=[C:23]([CH3:25])[S:22][C:21]=4[CH3:26])=[C:12]([CH:13](O)[C:14]([N:16]([CH3:18])[CH3:17])=[O:15])[N:7]3[C:6]=2[CH:27]=1.S(Cl)([Cl:30])=O.CN(C)C=O>ClCCl>[ClH:1].[Cl:30][CH:13]([C:12]1[N:7]2[C:8]([S:9][C:5]3[CH:4]=[CH:3][C:2]([Cl:1])=[CH:27][C:6]=32)=[N:10][C:11]=1[C:20]1[CH:24]=[C:23]([CH3:25])[S:22][C:21]=1[CH3:26])[C:14]([N:16]([CH3:18])[CH3:17])=[O:15] |f:4.5|. Reported procedure: 18 g (0.0431 mole) of 6-chloro-α-hydroxy-N,N-dimethyl-2-(2,5-dimethylthien-3-yl)imidazo[2,1-b]benzothiazole-3-acetamide are treated with 31 ml (0.43 mole) of thionyl chloride, 2 ml of N,N-dimethyl formamide and 100 ml of dichloromethane at the reflux temperature for 6 h. The solvent and the excess thionyl chloride are removed under reduced pressure, the residue is taken up in diethyl ether, the solid is washed with diethyl ether and it is dried. 21 g of α,6-dichloro-N,N-dimethyl-2-(2,5-dimethylt... Starting materials: ClC=1C=C(C=C(C1)OC(C(C)(C)C)=O)C(=C1C2CC3CC(CC1C3)(C2)Cl)OC (3-Chloro-5-pivaloyloxy-1-(methoxy-5-chloro-tricyclo[3,3,1,13,7 ]-dec-2-ylidenemethyl)benzene), C(=O)([O-])[O-].[K+].[K+] (K2CO3). Solvent: CO (methanol). Product: ClC=1C=C(C=C(C1)O)C(=C1C2CC3CC(CC1C3)(C2)Cl)OC (3-Chloro-5-hydroxy-1-(methoxy-5-chloro-tricyclo[3,3,1,13,7 ]-dec-2-ylidenemethyl)benzene). RXN SMILES: [Cl:1][C:2]1[CH:3]=[C:4]([C:15]([O:27][CH3:28])=[C:16]2[CH:23]3[CH2:24][CH:19]4[CH2:20][C:21]([Cl:26])([CH2:25][CH:17]2[CH2:18]4)[CH2:22]3)[CH:5]=[C:6]([O:8]C(=O)C(C)(C)C)[CH:7]=1.C([O-])([O-])=O.[K+].[K+]>CO>[Cl:1][C:2]1[CH:3]=[C:4]([C:15]([O:27][CH3:28])=[C:16]2[CH:17]3[CH2:18][CH:19]4[CH2:20][C:21]([Cl:26])([CH2:22][CH:23]2[CH2:24]4)[CH2:25]3)[CH:5]=[C:6]([OH:8])[CH:7]=1 |f:1.2.3|. Reported procedure: Crude pivaloate 15 was hydrolyzed at room temperature with K2CO3 (1.45 g, 10.5 mmol) in 10 ml methanol. Evaporation of methanol, followed by standard workup and purification (silica gel, 30% EtOAc/hexanes) afforded 1.095 g (63% over 2 steps) of a slightly yellow oil which solidified upon standing. Trituration of the solid produced white crystalline enol ether phenol 16, mp 130° C. Reactants: BrC=1N=C(C(=NC1)N)C1=NC2=C(N1)C=C(C=C2)C (5-bromo-3-(6-methyl-1H-benzimidazol-2-yl)pyrazin-2-amine), CN1C(C=CC(=C1)B1OC(C(O1)(C)C)(C)C)=O (1-methyl-5-(4,4,5,5-tetramethyl-1,3,2-dioxaborolan-2-yl)pyridin-2(1H)-one), C([O-])([O-])=O.[K+].[K+] (potassium carbonate), [1,1-bis(diphenylphosphino)ferrocene]dichloropalladium. Run in CN(C)C=O (DMF), CCOC(=O)C (EtOAc). Reaction conditions: temperature 110 celsius. The product is NC=1N=CC(=NC1C1=NC2=C(N1)C=C(C=C2)C)C=2C=CC(N(C2)C)=O (5-(5-amino-6-(6-methyl-1H-benzo[d]imidazol-2-yl)pyrazin-2-yl)-1-methylpyridin-2(1H)-one). Isolated yield 43.4%. RXN SMILES: Br[C:2]1[N:3]=[C:4]([C:9]2[NH:13][C:12]3[CH:14]=[C:15]([CH3:18])[CH:16]=[CH:17][C:11]=3[N:10]=2)[C:5]([NH2:8])=[N:6][CH:7]=1.[CH3:19][N:20]1[CH:25]=[C:24](B2OC(C)(C)C(C)(C)O2)[CH:23]=[CH:22][C:21]1=[O:35].C(=O)([O-])[O-].[K+].[K+]>CN(C=O)C.CCOC(C)=O>[NH2:8][C:5]1[N:6]=[CH:7][C:2]([C:24]2[CH:23]=[CH:22][C:21](=[O:35])[N:20]([CH3:19])[CH:25]=2)=[N:3][C:4]=1[C:9]1[NH:13][C:12]2[CH:14]=[C:15]([CH3:18])[CH:16]=[CH:17][C:11]=2[N:10]=1 |f:2.3.4|. Procedure details: A mixture of 5-bromo-3-(6-methyl-1H-benzimidazol-2-yl)pyrazin-2-amine (100 mg, 0.3288 mmol), 1-methyl-5-(4,4,5,5-tetramethyl-1,3,2-dioxaborolan-2-yl)pyridin-2(1H)-one (154.6 mg, 0.6578 mmol), potassium carbonate (136.4 mg, 0.9867 mmol) and [1,1-bis(diphenylphosphino)ferrocene]dichloropalladium (26.86 mg, 0.03289 mmol) in DMF (3 mL) were heated to 110° C. for 2 hours. The mixture was diluted with EtOAc, washed with water, and the organic layer concentrated in vacuo. The resulting residue was puri... Starting materials: COC1=CC=C(CN(C2=NC(=NC(=N2)C)C=2C(=NC=C(C=O)C2)NC=2C=NC(=C(C2)F)OC)CC2=CC=C(C=C2)OC)C=C1 (5-(4-(Bis(4-methoxybenzyl)amino)-6-methyl-1,3,5-triazin-2-yl)-6-(5-fluoro-6-methoxypyridin-3-ylamino)nicotinaldehyde), O (water), C[Mg]Br (methylmagnesium bromide), [Cl-].[NH4+] (ammonium chloride). Run in C1CCOC1 (THF), CCOC(=O)C (EtOAc). Run at temperature 0 celsius, time 25 minute. The product is COC1=CC=C(CN(C2=NC(=NC(=N2)C)C=2C=C(C=NC2NC=2C=NC(=C(C2)F)OC)C(C)O)CC2=CC=C(C=C2)OC)C=C1 (1-(5-(4-(bis(4-methoxybenzyl)amino)-6-methyl-1,3,5-triazin-2-yl)-6-(5-fluoro-6-methoxypyridin-3-ylamino)pyridin-3-yl)ethanol). Yield: 82.6%. RXN SMILES: [CH3:1][O:2][C:3]1[CH:44]=[CH:43][C:6]([CH2:7][N:8]([CH2:34][C:35]2[CH:40]=[CH:39][C:38]([O:41][CH3:42])=[CH:37][CH:36]=2)[C:9]2[N:14]=[C:13]([CH3:15])[N:12]=[C:11]([C:16]3[C:17]([NH:24][C:25]4[CH:26]=[N:27][C:28]([O:32][CH3:33])=[C:29]([F:31])[CH:30]=4)=[N:18][CH:19]=[C:20]([CH:23]=3)[CH:21]=[O:22])[N:10]=2)=[CH:5][CH:4]=1.[CH3:45][Mg]Br.[Cl-].[NH4+].O>C1COCC1.CCOC(C)=O>[CH3:42][O:41][C:38]1[CH:37]=[CH:36][C:35]([CH2:34][N:8]([CH2:7][C:6]2[CH:5]=[CH:4][C:3]([O:2][CH3:1])=[CH:44][CH:43]=2)[C:9]2[N:14]=[C:13]([CH3:15])[N:12]=[C:11]([C:16]3[CH:23]=[C:20]([CH:21]([OH:22])[CH3:45])[CH:19]=[N:18][C:17]=3[NH:24][C:25]3[CH:26]=[N:27][C:28]([O:32][CH3:33])=[C:29]([F:31])[CH:30]=3)[N:10]=2)=[CH:40][CH:39]=1 |f:2.3|. Reported procedure: 5-(4-(Bis(4-methoxybenzyl)amino)-6-methyl-1,3,5-triazin-2-yl)-6-(5-fluoro-6-methoxypyridin-3-ylamino)nicotinaldehyde (1.0538 g, 1.769 mmol) was suspended in THF (16 mL) and the reaction flask was cooled in an ice water bath. Then, methylmagnesium bromide (3.0 M in diethyl ether, 1.80 mL, 5.40 mmol) was added via syringe, and the reaction was stirred at 0° C. for 25 min. Then, the reaction was treated with saturated ammonium chloride (3 mL, dropwise at first as gas evolution is observed) and wate...